Dataset: the Open Reaction Database (ORD), a public repository of structured organic reaction records. Task: describe an organic reaction: reactants, conditions, products, and yield The solvent is ClCCl (dichloromethane). RXN SMILES: [CH:1]1([CH:4]([C:6]2[CH:11]=[CH:10][C:9]([Cl:12])=[CH:8][CH:7]=2)O)[CH2:3][CH2:2]1.FC(F)(F)C(O)=O.[CH3:20][S:21][CH2:22][C:23]1[CH:24]=[CH:25][CH:26]=[C:27]2[C:31]=1[NH:30][CH:29]=[CH:28]2>ClCCl>[Cl:12][C:9]1[CH:10]=[CH:11][C:6]([CH:4]([CH:1]2[CH2:3][CH2:2]2)[C:28]2[C:27]3[C:31](=[C:23]([CH2:22][S:21][CH3:20])[CH:24]=[CH:25][CH:26]=3)[NH:30][CH:29]=2)=[CH:7][CH:8]=1. The product is ClC1=CC=C(C=C1)C(C1=CNC2=C(C=CC=C12)CSC)C1CC1 (3-[(4-Chlorophenyl)(cyclopropyl)methyl]-7-[(methylsulfanyl)methyl]-1H-indole). Run at time 30 minute. Reactants: C1(CC1)C(O)C1=CC=C(C=C1)Cl (Cyclopropyl-(4-chlorophenyl)methanol), FC(C(=O)O)(F)F (trifluoroacetic acid), CSCC=1C=CC=C2C=CNC12 (7-[(Methylsulfanyl)methyl]-1H-indole). Reported procedure: 515 mg (2.82 mmol) of the compound from Example 153A and 0.26 ml (3.39 mmol) of trifluoroacetic acid were added to 500 mg (2.82 mmol) of the compound from Example 8A in 20 ml of dichloromethane. The reaction mixture was stirred at RT for 30 min, the solvent was removed in vacuo, and the crude product was then purified by preparative HPLC (mobile phase: acetonitrile/water gradient). 500 mg (50% of theory) of the title compound were obtained.